This data is from the Open Reaction Database (ORD), a public repository of structured organic reaction records. The task is: describe an organic reaction: reactants, conditions, products, and yield The reactants are BrB(Br)Br, O=C=O, ClCCl, COc1ccccc1-c1nc(Cl)c2ccc(C)cc2n1, [Na+], O=C([O-])O. Product: Cc1ccc2c(Cl)nc(-c3ccccc3O)nc2c1. As a reaction SMILES: [B:1]([Br:2])([Br:3])[Br:4].[C:25](=[O:26])=[O:27].[Cl:28][CH2:29][Cl:30].[Cl:5][c:6]1[n:7][c:8](-[c:17]2[c:18]([O:23][CH3:24])[cH:19][cH:20][cH:21][cH:22]2)[n:9][c:10]2[cH:11][c:12]([CH3:16])[cH:13][cH:14][c:15]12.[Na+:35].[O-:31][C:32]([OH:33])=[O:34]>>[Cl:5][c:6]1[n:7][c:8](-[c:17]2[c:18]([OH:23])[cH:19][cH:20][cH:21][cH:22]2)[n:9][c:10]2[cH:11][c:12]([CH3:16])[cH:13][cH:14][c:15]12.